Dataset: the Open Reaction Database (ORD), a public repository of structured organic reaction records. Task: describe an organic reaction: reactants, conditions, products, and yield Starting materials: CC(CC(=O)OCC)(C(CC(C)(Cl)Cl)Cl)C (ethyl 3,3-dimethyl-4,6,6-trichloroheptanoate), [O-]CC.[Na+] (sodium ethoxide). The solvent is C(C)O (ethanol). The product is C(#CC)[C@@H]1C([C@H]1C(=O)OCC)(C)C (ethyl trans-3-(1-propynyl)-2,2-dimethylcyclopropanecarboxylate). Yield: 67.8%. RXN SMILES: [CH3:1][C:2]([CH3:16])([CH:9](Cl)[CH2:10][C:11](Cl)(Cl)[CH3:12])[CH2:3][C:4]([O:6][CH2:7][CH3:8])=[O:5].[O-]CC.[Na+]>C(O)C>[C:10]([C@H:9]1[C@H:3]([C:4]([O:6][CH2:7][CH3:8])=[O:5])[C:2]1([CH3:16])[CH3:1])#[C:11][CH3:12] |f:1.2|. Procedure: Hereinafter, the present invention is explained in more detail below referring to production example and reference examples but the present invention should not be limited in the following examples. Example 1 (preparation example of the present compound) A mixture solution of 27.5 g of ethyl 3,3-dimethyl-4,6,6-trichloroheptanoate and 204 g of a 20% ethanol solution of sodium ethoxide was stirred under reflux for 48 hours. The reaction solution was poured into ice and extracted with 500 ml of eth... Reactants: NCCc1ccc(OCc2ccccc2)cc1, CN([SiH](C)C)[Si](C)(C)C, [NH4+], [NH4+], O=S(=O)([O-])[O-], Oc1ncnc2nccnc12. The product is c1ccc(COc2ccc(CCNc3ncnc4nccnc34)cc2)cc1. Reaction SMILES: [CH2:12]([c:13]1[cH:14][cH:15][cH:16][cH:17][cH:18]1)[O:19][c:20]1[cH:21][cH:22][c:23]([CH2:26][CH2:27][NH2:28])[cH:24][cH:25]1.[CH3:29][SiH:30]([CH3:31])[N:32]([CH3:33])[Si:34]([CH3:35])([CH3:36])[CH3:37].[NH4+:38].[NH4+:39].[O-:40][S:41](=[O:42])(=[O:43])[O-:44].[n:1]1[cH:2][n:3][c:4]([OH:11])[c:5]2[n:6][cH:7][cH:8][n:9][c:10]12>>[n:1]1[cH:2][n:3][c:4]([NH:28][CH2:27][CH2:26][c:23]2[cH:22][cH:21][c:20]([O:19][CH2:12][c:13]3[cH:14][cH:15][cH:16][cH:17][cH:18]3)[cH:25][cH:24]2)[c:5]2[n:6][cH:7][cH:8][n:9][c:10]12.